From a dataset of the Open Reaction Database (ORD), a public repository of structured organic reaction records. describe an organic reaction: reactants, conditions, products, and yield Starting materials: [H-].[Na+] (sodium hydride), BrCCCl (1-bromo-2-chloroethane), [H-].[Na+] (sodium hydride), COC=1C=C2C(=CN(C2=CC1O)C)C1=CC=2C(=NC=CC2)N1S(=O)(=O)C1=CC=C(C=C1)C (5-methoxy-1-methyl-3-[1-(toluene-4-sulfonyl)-1H-pyrrolo[2,3-b]pyridin-2-yl]-1H-indol-6-ol), BrCCCl (1-bromo-2-chloroethane), C1CCCCC1.C(C)(=O)OCC (cyclohexane ethyl acetate). Run in O (water), C(C)(=O)OCC (ethyl acetate), CN(C=O)C (dimethylformamide). Conditions: temperature 20 celsius, time 30 minute. The product is ClCCOC1=C(C=C2C(=CN(C2=C1)C)C1=CC=2C(=NC=CC2)N1S(=O)(=O)C1=CC=C(C=C1)C)OC (2-[6-(2-chloroethoxy)-5-methoxy-1-methyl-1H-indol-3-yl]-1-(toluene-4-sulfonyl)-1H-pyrrolo[2,3-b]pyridine). The yield is 72.4%. RXN SMILES: [CH3:1][O:2][C:3]1[CH:4]=[C:5]2[C:9](=[CH:10][C:11]=1[OH:12])[N:8]([CH3:13])[CH:7]=[C:6]2[C:14]1[N:22]([S:23]([C:26]2[CH:31]=[CH:30][C:29]([CH3:32])=[CH:28][CH:27]=2)(=[O:25])=[O:24])[C:17]2=[N:18][CH:19]=[CH:20][CH:21]=[C:16]2[CH:15]=1.[H-].[Na+].Br[CH2:36][CH2:37][Cl:38].C1CCCCC1.C(OCC)(=O)C>CN(C)C=O.O.C(OCC)(=O)C>[Cl:38][CH2:37][CH2:36][O:12][C:11]1[CH:10]=[C:9]2[C:5]([C:6]([C:14]3[N:22]([S:23]([C:26]4[CH:27]=[CH:28][C:29]([CH3:32])=[CH:30][CH:31]=4)(=[O:25])=[O:24])[C:17]4=[N:18][CH:19]=[CH:20][CH:21]=[C:16]4[CH:15]=3)=[CH:7][N:8]2[CH3:13])=[CH:4][C:3]=1[O:2][CH3:1] |f:1.2,4.5|. Reported procedure: A solution of 5-methoxy-1-methyl-3-[1-(toluene-4-sulfonyl)-1H-pyrrolo[2,3-b]pyridin-2-yl]-1H-indol-6-ol (0.8 g; 1.788 mmol) in solution in dimethylformamide (5 ml) is placed in a 50 ml round-bottomed flask rendered inert with argon, and sodium hydride (0.064 g; 2.146 mmol) is then added. The reaction mixture becomes brown in color and 1-bromo-2-chloroethane (0.308 g; 2.146 mmol) is added. The reaction mixture is agitated for 1 hour 30 minutes at 20° C. and then sodium hydride (0.064 g; 2.146 mmo... Reactants: O=C(O)Cn1c(=O)c(=O)[nH]c2cc(Br)c(Br)cc21, [K+], O=[N+]([O-])[O-], O=S(=O)(O)O. The product is O=C(O)Cn1c(=O)c(=O)[nH]c2c([N+](=O)[O-])c(Br)c(Br)cc21. As a reaction SMILES: [C:1](=[O:2])([OH:3])[CH2:4][n:5]1[c:6](=[O:18])[c:7](=[O:17])[nH:8][c:9]2[cH:10][c:11]([Br:16])[c:12]([Br:15])[cH:13][c:14]12.[K+:23].[N+:19](=[O:20])([O-:21])[O-:22].[S:24](=[O:25])(=[O:26])([OH:27])[OH:28]>>[C:1](=[O:2])([OH:3])[CH2:4][n:5]1[c:6](=[O:18])[c:7](=[O:17])[nH:8][c:9]2[c:10]([N+:19](=[O:20])[O-:21])[c:11]([Br:16])[c:12]([Br:15])[cH:13][c:14]12. Starting materials: BrC=1C(=C(C(=O)O)C=CC1)C (3-bromo-2-methyl benzoic acid). Run in C1CCOC1 (THF). Run at time 24 hour. Product: BrC=1C(=C(C=CC1)CO)C ((3-bromo-2-methylphenyl)methanol). Reaction SMILES: [Br:1][C:2]1[C:3]([CH3:11])=[C:4]([CH:8]=[CH:9][CH:10]=1)[C:5](O)=[O:6]>C1COCC1>[Br:1][C:2]1[C:3]([CH3:11])=[C:4]([CH2:5][OH:6])[CH:8]=[CH:9][CH:10]=1. Procedure: To a solution of 3-bromo-2-methyl benzoic acid (35 g, 160 mmol) in THF (200 mL) was added borane THF complex (1.0 M, 210 mL, 210 mmol). The mixture was allowed to stir for 24 hours. The reaction was quenched with water. The solvent THF was removed under reduced pressure. The resulting solid was dissolved in ethyl acetate (500 mL), washed with 1N hydrochloric acid, saturated sodium bicarbonate, and brine. The combined organic layers were dried over sodium sulfate and concentrated to afford (3-bro... The product is NC(=NO)c1ccc(Cl)cc1. As a reaction SMILES: [CH3:19][CH2:20][OH:21].[Cl:1][c:2]1[cH:3][cH:4][c:5]([C:6]#[N:7])[cH:8][cH:9]1.[ClH:10].[K+:13].[K+:14].[NH2:11][OH:12].[O-:15][C:16]([O-:17])=[O:18]>>[Cl:1][c:2]1[cH:3][cH:4][c:5]([C:6]([NH2:7])=[N:11][OH:12])[cH:8][cH:9]1. Starting materials: CCO, N#Cc1ccc(Cl)cc1, Cl, [K+], [K+], NO, O=C([O-])[O-]. The reactants are CC=1SC(=C(N1)C(=O)O)C=1C=C(C=CC1)C (2-methyl-5-m-tolyl-thiazole-4-carboxylic acid), FC1(C[C@H]2CN[C@@H]([C@H]2C1)CN1C(C2=CC=CC=C2C1=O)=O)F ((1S,2S,5R)-2-(7,7-difluoro-3-azabicyclo[3.3.0]oct-2-ylmethyl)-isoindole-1,3-dione), CCN(C(C)C)C(C)C (DIPEA). Run in CN(C)C=O (DMF). Run at time 4 hour. Yields the product CC=1SC(=C(N1)C(=O)N1[C@@H]([C@H]2CC(C[C@H]2C1)(F)F)CN1C(C2=CC=CC=C2C1=O)=O)C=1C=C(C=CC1)C ((1S,2S,5R)-2-[3-(2-methyl-5-m-tolyl-thiazole-4-carbonyl)-7,7-difluoro-3-azabicyclo[3.3.0]oct-2-ylmethyl]-isoindole-1,3-dione). Yield: 28.0%. Reaction SMILES: [CH3:1][C:2]1[S:3][C:4]([C:10]2[CH:11]=[C:12]([CH3:16])[CH:13]=[CH:14][CH:15]=2)=[C:5]([C:7]([OH:9])=O)[N:6]=1.[F:17][C:18]1([F:38])[CH2:25][C@H:24]2[C@H:20]([CH2:21][NH:22][C@@H:23]2[CH2:26][N:27]2[C:35](=[O:36])[C:34]3[C:29](=[CH:30][CH:31]=[CH:32][CH:33]=3)[C:28]2=[O:37])[CH2:19]1.CCN(C(C)C)C(C)C>CN(C=O)C>[CH3:1][C:2]1[S:3][C:4]([C:10]2[CH:11]=[C:12]([CH3:16])[CH:13]=[CH:14][CH:15]=2)=[C:5]([C:7]([N:22]2[CH2:21][C@H:20]3[C@H:24]([CH2:25][C:18]([F:17])([F:38])[CH2:19]3)[C@H:23]2[CH2:26][N:27]2[C:28](=[O:37])[C:29]3[C:34](=[CH:33][CH:32]=[CH:31][CH:30]=3)[C:35]2=[O:36])=[O:9])[N:6]=1. Procedure details: A mixture of 2-methyl-5-m-tolyl-thiazole-4-carboxylic acid (208 mg), (1S,2S,5R)-2-(7,7-difluoro-3-azabicyclo[3.3.0]oct-2-ylmethyl)-isoindole-1,3-dione (273 mg), DIPEA (0.41 mL) in dry DMF (6 mL) was stirred at RT for 4 h. The reaction mixture was directly purified by preparative HPLC to give the title compound (130 mg, 28%) as an oil. LC-MS: tR=1.02 min; [M+H]+=521.99 Reactants: ClC1=NN=CC2=C1C=CC(=N2)OC2=C(C=C(C=C2)F)F (5-chloro-2-(2,4-difluorophenoxy)pyrido[3,2-d]pyridazine), CC1=C(C=C(C(=O)N)C=C1)B1OC(C(O1)(C)C)(C)C (4-methyl-3-(4,4,5,5-tetramethyl-1,3,2-dioxaborolan-2-yl)benzamide), O.C([O-])([O-])=O.[Na+].[Na+] (sodium carbonate hydrate), [OH-].[Na+] (NaOH). Reagents/catalysts: Cl[Pd]([P](C1=CC=CC=C1)(C2=CC=CC=C2)C3=CC=CC=C3)([P](C4=CC=CC=C4)(C5=CC=CC=C5)C6=CC=CC=C6)Cl (PdCl2(PPh3)2). Run in COCCOC (DME), O (H2O), CCO (EtOH). Product: FC1=C(OC=2C=CC=3C(=NN=CC3N2)C=2C=C(C(=O)N)C=CC2C)C=CC(=C1)F (3-(2-(2,4-Difluorophenoxy)pyrido[3,2-d]pyridazin-5-yl)-4-methylbenzamide). As a reaction SMILES: Cl[C:2]1[C:7]2[CH:8]=[CH:9][C:10]([O:12][C:13]3[CH:18]=[CH:17][C:16]([F:19])=[CH:15][C:14]=3[F:20])=[N:11][C:6]=2[CH:5]=[N:4][N:3]=1.[CH3:21][C:22]1[CH:30]=[CH:29][C:25]([C:26]([NH2:28])=[O:27])=[CH:24][C:23]=1B1OC(C)(C)C(C)(C)O1.O.C(=O)([O-])[O-].[Na+].[Na+].[OH-].[Na+]>COCCOC.Cl[Pd](Cl)([P](C1C=CC=CC=1)(C1C=CC=CC=1)C1C=CC=CC=1)[P](C1C=CC=CC=1)(C1C=CC=CC=1)C1C=CC=CC=1.O.CCO>[F:20][C:14]1[CH:15]=[C:16]([F:19])[CH:17]=[CH:18][C:13]=1[O:12][C:10]1[CH:9]=[CH:8][C:7]2[C:2]([C:23]3[CH:24]=[C:25]([CH:29]=[CH:30][C:22]=3[CH3:21])[C:26]([NH2:28])=[O:27])=[N:3][N:4]=[CH:5][C:6]=2[N:11]=1 |f:2.3.4.5,6.7,^1:57,76|. Procedure: A mixture of 5-chloro-2-(2,4-difluorophenoxy)pyrido[3,2-d]pyridazine (Example 3, step 5; 130 mg, 0.44 mmol), 4-methyl-3-(4,4,5,5-tetramethyl-1,3,2-dioxaborolan-2-yl)benzamide (144 mg, 0.55 mmol), sodium carbonate hydrate (220 mg, 1.77 mmol), and PdCl2(PPh3)2 (16 mg, 22 μmol) in DME:EtOH:H2O=7:2:3 (2.5 mL) was heated at 130° C. for 30 min in a microwave. The reaction mixture was treated with 5 mL of 1 N NaOH and extracted with EtOAc (2×20 mL). The combined organic layers were dried over MgSO4, fi... As a reaction SMILES: [C:1]([O:4][C:5]1[CH:13]=[CH:12][CH:11]=[CH:10][C:6]=1[C:7](Cl)=[O:8])(=[O:3])[CH3:2].[C:14]([NH2:18])([CH3:17])([CH3:16])[CH3:15]>>[C:14]([NH:18][C:7](=[O:8])[C:6]1[CH:10]=[CH:11][CH:12]=[CH:13][C:5]=1[O:4][C:1](=[O:3])[CH3:2])([CH3:17])([CH3:16])[CH3:15]. Reactants: C(C)(=O)OC1=C(C(=O)Cl)C=CC=C1 (2-acetoxybenzoyl chloride), C(C)(C)(C)N (tert-butylamine). Yields the product C(C)(C)(C)NC(C1=C(C=CC=C1)OC(C)=O)=O (N-tert-Butyl 2-Acetoxybenzamide). Procedure details: Following the procedure of Example 1 above and using 2-acetoxybenzoyl chloride and tert-butylamine, the title compound was prepared. Starting materials: COC=CC(=C)O[Si](C)(C)C (1-methoxy-3-(trimethylsilyloxy)-1,3-butadiene), C(C=O)(=O)OCC (ethyl glyoxalate), O (water), FC(C(=O)O)(F)F (TFA). Run in C1CCOC1 (THF), C1(=CC=CC=C1)C (toluene). Reaction conditions: time 30 minute. Product: C(C)OC(=O)C1OC=CC(C1)=O (4-Oxo-3,4-dihydro-2H-pyran-2-carboxylic Acid Ethyl Ester). Isolated yield 102.2%. Reaction SMILES: [CH3:1][O:2][CH:3]=[CH:4][C:5]([O:7][Si](C)(C)C)=[CH2:6].[C:12]([O:16][CH2:17][CH3:18])(=[O:15])C=O.O.FC(F)(F)C(O)=O>C1COCC1.C1(C)C=CC=CC=1>[CH2:17]([O:16][C:12]([CH:1]1[CH2:6][C:5](=[O:7])[CH:4]=[CH:3][O:2]1)=[O:15])[CH3:18]. Reported procedure: ZnCl (0.63 g, 4.6 mmol) was dissolved in anhydrous THF (15 mL) and added to a solution of 1-methoxy-3-(trimethylsilyloxy)-1,3-butadiene (7.94 g, 46.0 mmol) and ethyl glyoxalate (7.05 g, 69.0 mmol) in toluene (30 mL) at room temperature. After stirring for 30 minutes, water (30 mL) and TFA (trifluoracetic acid) (2 mL) were added and the mixture was stirred vigorously for 20 min. After concentration, the residue was partitioned between EtOAc (200 mL) and water (100 mL). The separated organic layer... Reactants: CC(=O)O[BH-](OC(C)=O)OC(C)=O, O=C([O-])O, CC(=O)O, ClCCCl, COc1cc(-c2nn(C3CCN(C4CCN(C)CC4)CC3)c3ncnc(N)c23)ccc1N, [Na+], [Na+], O=Cc1ccco1. Product: COc1cc(-c2nn(C3CCN(C4CCN(C)CC4)CC3)c3ncnc(N)c23)ccc1NCc1ccco1. RXN SMILES: [C:40]([O:41][BH-:42]([O:43][C:44](=[O:45])[CH3:46])[O:47][C:48](=[O:49])[CH3:50])(=[O:51])[CH3:52].[C:58](=[O:59])([OH:60])[O-:61].[CH3:54][C:55](=[O:56])[OH:57].[Cl:63][CH2:64][CH2:65][Cl:66].[NH2:1][c:2]1[c:3]([O:31][CH3:32])[cH:4][c:5](-[c:8]2[n:9][n:10]([CH:18]3[CH2:19][CH2:20][N:21]([CH:24]4[CH2:25][CH2:26][N:27]([CH3:30])[CH2:28][CH2:29]4)[CH2:22][CH2:23]3)[c:11]3[n:12][cH:13][n:14][c:15]([NH2:17])[c:16]23)[cH:6][cH:7]1.[Na+:53].[Na+:62].[o:33]1[c:34]([CH:38]=[O:39])[cH:35][cH:36][cH:37]1>>[NH:1]([c:2]1[c:3]([O:31][CH3:32])[cH:4][c:5](-[c:8]2[n:9][n:10]([CH:18]3[CH2:19][CH2:20][N:21]([CH:24]4[CH2:25][CH2:26][N:27]([CH3:30])[CH2:28][CH2:29]4)[CH2:22][CH2:23]3)[c:11]3[n:12][cH:13][n:14][c:15]([NH2:17])[c:16]23)[cH:6][cH:7]1)[CH2:38][c:34]1[o:33][cH:37][cH:36][cH:35]1.